Dataset: the Open Reaction Database (ORD), a public repository of structured organic reaction records. Task: describe an organic reaction: reactants, conditions, products, and yield Starting materials: NC[C@@H](C)O ((R)-1-amino-2-propanol), COC1=CC=C2CC(C(C2=C1)=O)C(C)C(C)=O (rac-6-methoxy-2-(3-oxo-2-butyl)-1-indanone), C1(=CC=C(C=C1)S(=O)(=O)O)C (p-toluenesulfonic acid), O (water). The solvent is C1(=CC=CC=C1)C (toluene), C1(=CC=CC=C1)C (toluene). Run at time 85 minute. Yields the product COC1=CC=C2CC3=C(N(C(=C3C)C)C[C@@H](C)O)C2=C1 ((R)-1-(7-methoxy-2,3-dimethyl-1,4-dihydro-indeno[1,2-b]pyrrol-1-yl)-propan-2-ol). Isolated yield 70.2%. RXN SMILES: [CH3:1][O:2][C:3]1[CH:11]=[C:10]2[C:6]([CH2:7][CH:8]([CH:13]([C:15](=O)[CH3:16])[CH3:14])[C:9]2=O)=[CH:5][CH:4]=1.C1(C)C=CC(S(O)(=O)=O)=CC=1.O.[NH2:30][CH2:31][C@H:32]([OH:34])[CH3:33]>C1(C)C=CC=CC=1>[CH3:1][O:2][C:3]1[CH:11]=[C:10]2[C:6]([CH2:7][C:8]3[C:13]([CH3:14])=[C:15]([CH3:16])[N:30]([CH2:31][C@H:32]([OH:34])[CH3:33])[C:9]=32)=[CH:5][CH:4]=1. Procedure details: A solution of 1.5 g of rac-6-methoxy-2-(3-oxo-2-butyl)-1-indanone and 80 mg of p-toluenesulfonic acid in 70 ml of anhydrous toluene was heated on a water separator. A solution of 1.94 g of (R)-1-amino-2-propanol in 20 ml of anhydrous toluene was added dropwise to the boiling solution over a period of 5 minutes. Subsequently, the mixture was boiled for an additional 85 minutes, during which the solvent was reduced to a volume of 20 ml. The cooled reaction mixture was purified by column chromatogr... The reactants are O=[N+]([O-])c1ccc(Br)cc1, CC(C)(C)P(C(C)(C)C)C(C)(C)C, C#CCN(C)C, CC(C)NC(C)C, [Cu]I, C1COCCO1. Product: CN(C)CC#Cc1ccc([N+](=O)[O-])cc1. As a reaction SMILES: [Br:27][c:28]1[cH:29][cH:30][c:31]([N+:34](=[O:35])[O-:36])[cH:32][cH:33]1.[C:1]([P:2]([C:3]([CH3:4])([CH3:5])[CH3:6])[C:7]([CH3:8])([CH3:9])[CH3:10])([CH3:11])([CH3:12])[CH3:13].[CH3:14][N:15]([CH2:16][C:17]#[CH:18])[CH3:19].[CH:20]([NH:21][CH:22]([CH3:23])[CH3:24])([CH3:25])[CH3:26].[Cu:43][I:44].[O:37]1[CH2:38][CH2:39][O:40][CH2:41][CH2:42]1>>[CH3:14][N:15]([CH2:16][C:17]#[C:18][c:28]1[cH:29][cH:30][c:31]([N+:34](=[O:35])[O-:36])[cH:32][cH:33]1)[CH3:19]. The reactants are CO, COC(=O)c1csc(-c2ccc(NS(=O)(=O)c3sc4ccc(F)cc4c3C)c(S(C)(=O)=O)c2)n1, [Na+], [OH-]. Yields the product Cc1c(S(=O)(=O)Nc2ccc(-c3nc(C(=O)O)cs3)cc2S(C)(=O)=O)sc2ccc(F)cc12. As a reaction SMILES: [CH3:37][OH:38].[F:1][c:2]1[cH:3][c:4]2[c:5]([s:6][c:7]([S:10](=[O:11])(=[O:12])[NH:13][c:14]3[c:15]([S:29](=[O:30])(=[O:31])[CH3:32])[cH:16][c:17](-[c:20]4[s:21][cH:22][c:23]([C:25](=[O:26])[O:27][CH3:28])[n:24]4)[cH:18][cH:19]3)[c:8]2[CH3:9])[cH:33][cH:34]1.[Na+:36].[OH-:35]>>[F:1][c:2]1[cH:3][c:4]2[c:5]([s:6][c:7]([S:10](=[O:11])(=[O:12])[NH:13][c:14]3[c:15]([S:29](=[O:30])(=[O:31])[CH3:32])[cH:16][c:17](-[c:20]4[s:21][cH:22][c:23]([C:25](=[O:26])[OH:27])[n:24]4)[cH:18][cH:19]3)[c:8]2[CH3:9])[cH:33][cH:34]1.